This data is from the Open Reaction Database (ORD), a public repository of structured organic reaction records. The task is: describe an organic reaction: reactants, conditions, products, and yield Starting materials: ClC1=CC=C(C=N1)OC=1C=CC(=C(C1)CNC(OC(C)(C)C)=O)[N+](=O)[O-] (tert-Butyl {5-[(6-chloropyridin-3-yl)oxy]-2-nitrophenyl}methylcarbamate), [Cl-].[NH4+] (ammonium chloride), C(C)O (ethanol). Reagents/catalysts: [Fe] (iron). The solvent is O (water). Yields the product NC1=C(C=C(C=C1)OC=1C=NC(=CC1)Cl)CNC(OC(C)(C)C)=O (tert-Butyl {2-amino-5-[(6-chloropyridin-3-yl)oxy]phenyl}methylcarbamate). Isolated yield 100.7%. RXN SMILES: [Cl:1][C:2]1[N:7]=[CH:6][C:5]([O:8][C:9]2[CH:10]=[CH:11][C:12]([N+:24]([O-])=O)=[C:13]([CH2:15][NH:16][C:17](=[O:23])[O:18][C:19]([CH3:22])([CH3:21])[CH3:20])[CH:14]=2)=[CH:4][CH:3]=1.[Cl-].[NH4+].C(O)C>[Fe].O>[NH2:24][C:12]1[CH:11]=[CH:10][C:9]([O:8][C:5]2[CH:6]=[N:7][C:2]([Cl:1])=[CH:3][CH:4]=2)=[CH:14][C:13]=1[CH2:15][NH:16][C:17](=[O:23])[O:18][C:19]([CH3:21])([CH3:20])[CH3:22] |f:1.2|. Procedure: The reaction and post-treatment were carried out according to Example (1b) using tert-butyl{5-[(6-chloropyridin-3-yl)oxy]-2-nitrophenyl}methylcarbamate produced in Example (18a) (8.0 g, 21 mmol), iron powder (5.6 g, 105 mmol), ammonium chloride (0.56 g, 11 mmol), ethanol (40 mL) and water (20 mL) to obtain the title compound (7.4 g, 99%) as a brown oil.